This data is from the Open Reaction Database (ORD), a public repository of structured organic reaction records. The task is: describe an organic reaction: reactants, conditions, products, and yield The reactants are C1CCOC1, CC[N+](CC)(CC)Cc1ccccc1, [Cl-], O=[N+]([O-])c1cc(Cl)c(Cl)c(Cl)c1, N#CCc1ccc(Cl)c(C(F)(F)F)c1, Cl, [Na+], [OH-]. Yields the product N#CC(c1ccc(Cl)c(C(F)(F)F)c1)c1c(Cl)cc([N+](=O)[O-])cc1Cl. Reaction SMILES: [CH2:28]1[O:29][CH2:30][CH2:31][CH2:32]1.[CH2:34]([N+:35]([CH2:36][CH3:37])([CH2:38][CH3:39])[CH2:40][c:41]1[cH:42][cH:43][cH:44][cH:45][cH:46]1)[CH3:47].[Cl-:33].[Cl:15][c:16]1[c:17]([Cl:26])[c:18]([Cl:25])[cH:19][c:20]([N+:22](=[O:23])[O-:24])[cH:21]1.[Cl:1][c:2]1[c:3]([C:11]([F:12])([F:13])[F:14])[cH:4][c:5]([CH2:8][C:9]#[N:10])[cH:6][cH:7]1.[ClH:27].[Na+:49].[OH-:48]>>[Cl:1][c:2]1[c:3]([C:11]([F:12])([F:13])[F:14])[cH:4][c:5]([CH:8]([C:9]#[N:10])[c:17]2[c:16]([Cl:15])[cH:21][c:20]([N+:22](=[O:23])[O-:24])[cH:19][c:18]2[Cl:25])[cH:6][cH:7]1. Reactants: BrC1=CC=C(C=N1)C=O (6-bromo-pyridine-3-carbaldehyde), CC(C)(C)S(=O)N (2-methylpropane-2-sulfinamide), ethyl acetate-hexanes. The reagents and catalysts are CC([O-])C.[Ti+4].CC([O-])C.CC([O-])C.CC([O-])C (titanium (IV) isopropoxide). Solvent: ClC(C)Cl (dichloroethane), ClCCl (dichloromethane), O (water). Reaction conditions: temperature 110 celsius, time 10 minute. Product: BrC1=CC=C(C=N1)\C=N\S(=O)C(C)(C)C (2-methyl-propane-2-sulfinic acid 1-(6-bromo-pyridin-3-yl)-meth-(E)-ylideneamide). Reaction SMILES: [Br:1][C:2]1[N:7]=[CH:6][C:5]([CH:8]=O)=[CH:4][CH:3]=1.[CH3:10][C:11]([S:14]([NH2:16])=[O:15])([CH3:13])[CH3:12]>ClC(Cl)C.ClCCl.O.CC(C)[O-].[Ti+4].CC(C)[O-].CC(C)[O-].CC(C)[O-]>[Br:1][C:2]1[N:7]=[CH:6][C:5](/[CH:8]=[N:16]/[S:14]([C:11]([CH3:13])([CH3:12])[CH3:10])=[O:15])=[CH:4][CH:3]=1 |f:5.6.7.8.9|. Procedure: A mixture of 6-bromo-pyridine-3-carbaldehyde (1.0 g, 5.38 mmol), 2-methylpropane-2-sulfinamide (715 mg, 5.90 mmol) and titanium (IV) isopropoxide (2.5 mL, 8.53 mmol) in dichloroethane (10 mL) was warmed at 110° C. in the microwave for 15 minutes. The reaction was monitored by TLC (ethyl acetate-hexanes 2:8). The mixture was diluted with dichloromethane (100 mL) and water (5 mL) was added. The mixture was stirred for 10 minutes and then dried over magnesium sulfate. The crude material was purifie... Reactants: C(CCC)N(C1=CC=C2C=3C=CC(=CC3CC2=C1)C1=CC=C(S1)C=O)CCCC (5-(7-dibutylamino-9H-fluoren-2-yl)-thiophene-2-carbaldehyde), C(#N)CC(=O)O (cyanoacetic acid), N1CCCCC1 (piperidine). Run in C(C)#N (acetonitrile). Run at temperature 90 celsius. Product: C(#N)C(C(=O)O)=CC=1SC(=CC1)C1=CC=2CC3=CC(=CC=C3C2C=C1)N(CCCC)CCCC (2-cyano-3-[5-(7-dibutylamino-9H-fluoren-2-yl)-thiophen-2-yl]-acrylic acid). As a reaction SMILES: [CH2:1]([N:5]([CH2:26][CH2:27][CH2:28][CH3:29])[C:6]1[CH:18]=[C:17]2[C:9]([C:10]3[CH:11]=[CH:12][C:13]([C:19]4[S:23][C:22]([CH:24]=O)=[CH:21][CH:20]=4)=[CH:14][C:15]=3[CH2:16]2)=[CH:8][CH:7]=1)[CH2:2][CH2:3][CH3:4].[C:30]([CH2:32][C:33]([OH:35])=[O:34])#[N:31].N1CCCCC1>C(#N)C>[C:30]([C:32](=[CH:24][C:22]1[S:23][C:19]([C:13]2[CH:12]=[CH:11][C:10]3[C:9]4[C:17](=[CH:18][C:6]([N:5]([CH2:1][CH2:2][CH2:3][CH3:4])[CH2:26][CH2:27][CH2:28][CH3:29])=[CH:7][CH:8]=4)[CH2:16][C:15]=3[CH:14]=2)=[CH:20][CH:21]=1)[C:33]([OH:35])=[O:34])#[N:31]. Reported procedure: Under N2 atmosphere, 0.18 parts of 5-(7-dibutylamino-9H-fluoren-2-yl)-thiophene-2-carbaldehyde (12a), 0.05 parts of cyanoacetic acid, and 0.017 parts of piperidine were added into acetonitrile, followed by stirring and mixing. Then, the reaction mixture was heated to 90° C. and reacted for 6 hours. After the reaction mixture was cooled to room temperature, the reaction mixture was filtrated to obtain a solid. Then, the solid was washed with water, ether, and acetonitrile sequentially to obtain a...